The task is: describe an organic reaction: reactants, conditions, products, and yield. This data is from the Open Reaction Database (ORD), a public repository of structured organic reaction records. The reactants are FC(C(=O)O)(F)F (2,2,2-trifluoroacetic acid), N1C(=NC2=C1C=CC=C2)C(=O)C2=CC=C(OC=1C(=NC=CN1)C1CCN(CC1)C(=O)OC(C)(C)C)C=C2 (tert-butyl 4-(3-(4-(1H-benzo[d]imidazole-2-carbonyl)phenoxy)pyrazin-2-yl)piperidine-1-carboxylate). Solvent: C(Cl)(Cl)Cl (chloroform). Reaction conditions: time 18 hour. The product is N1C(=NC2=C1C=CC=C2)C(=O)C2=CC=C(C=C2)OC2=NC=CN=C2C2CCNCC2 ((1H-benzo[d]imidazol-2-yl)(4-(3-(piperidin-4-yl)pyrazin-2-yloxy)phenyl)methanone). RXN SMILES: [NH:1]1[C:5]2[CH:6]=[CH:7][CH:8]=[CH:9][C:4]=2[N:3]=[C:2]1[C:10]([C:12]1[CH:37]=[CH:36][C:15]([O:16][C:17]2[C:18]([CH:23]3[CH2:28][CH2:27][N:26](C(OC(C)(C)C)=O)[CH2:25][CH2:24]3)=[N:19][CH:20]=[CH:21][N:22]=2)=[CH:14][CH:13]=1)=[O:11].FC(F)(F)C(O)=O>C(Cl)(Cl)Cl>[NH:1]1[C:5]2[CH:6]=[CH:7][CH:8]=[CH:9][C:4]=2[N:3]=[C:2]1[C:10]([C:12]1[CH:37]=[CH:36][C:15]([O:16][C:17]2[C:18]([CH:23]3[CH2:28][CH2:27][NH:26][CH2:25][CH2:24]3)=[N:19][CH:20]=[CH:21][N:22]=2)=[CH:14][CH:13]=1)=[O:11]. Procedure: To a flask containing tert-butyl 4-(3-(4-(1H-benzo[d]imidazole-2-carbonyl)phenoxy)pyrazin-2-yl)piperidine-1-carboxylate (230 mg, 0.460 mmol) is added chloroform (5 mL) and 2,2,2-trifluoroacetic acid (0.709 mL, 9.21 mmol). The reaction was stirred at rt 18 h. The solution was concentrated, followed by azeotropic removal of residual trifluoroacetic acid by concentration from toluene (5 mL×2). The crude salt was freebased by dissolving in MeOH and application to a 5 g Bondesil-SCX ion exchange colu... Starting materials: CN1C(C2=C3C(C=CC=C13)=CC=C2)=O (1-methyl-benz[cd]indole-2(1H)-one). Reagents/catalysts: [Ni] (Raney nickel). The solvent is C(C)O (Ethanol). The product is CN1C(C2C=3C(=CC=CC13)CCC2)=O (1-Methyl-2a,3,4,5-tetrahydrobenz[cd]indole-2(1H)-one). Yield: 80.0%. RXN SMILES: [CH3:1][N:2]1[C:10]2[C:5]3[C:6](=[CH:11][CH:12]=[CH:13][C:4]=3[C:3]1=[O:14])[CH:7]=[CH:8][CH:9]=2>[Ni].C(O)C>[CH3:1][N:2]1[C:10]2[CH:9]=[CH:8][CH:7]=[C:6]3[CH2:11][CH2:12][CH2:13][CH:4]([C:5]=23)[C:3]1=[O:14]. Reported procedure: Ethanol and Raney nickel slurry (Aldrich) were added to 1-methyl-benz[cd]indole-2(1H)-one (4.5 g, 25 mmol) to carry out catalytic reduction under ordinary pressure. The reaction was terminated when 1.15 L of hydrogen absorption was observed, Raney nickel was removed by filtration, the resulting filtrate was concentrated and then the thus obtained colorless oil was purified by a silica gel column chromatography to obtain 3.8 g of the title compound (20 mmol, 80% in yield). Reactants: [Al+3], [Al+3], COc1ccc(C(=O)Nc2c(C)c(C)c3c(c2C)C(c2ccccc2)C(C)(C)O3)cc1, [Cl-], [Cl-], [Cl-], [H-], [H-], [H-], [H-], [Li+], [Na+], C1CCOC1, [OH-], O. Product: COc1ccc(CNc2c(C)c(C)c3c(c2C)C(c2ccccc2)C(C)(C)O3)cc1. Reaction SMILES: [Al+3:2].[Al+3:6].[CH3:11][O:12][c:13]1[cH:14][cH:15][c:16]([C:17](=[O:18])[NH:19][c:20]2[c:21]([CH3:39])[c:22]([CH3:38])[c:23]3[c:24]([c:36]2[CH3:37])[CH:25]([c:30]2[cH:31][cH:32][cH:33][cH:34][cH:35]2)[C:26]([CH3:28])([CH3:29])[O:27]3)[cH:40][cH:41]1.[Cl-:1].[Cl-:3].[Cl-:4].[H-:10].[H-:5].[H-:8].[H-:9].[Li+:7].[Na+:43].[O:44]1[CH2:45][CH2:46][CH2:47][CH2:48]1.[OH-:42].[OH2:49]>>[CH3:11][O:12][c:13]1[cH:14][cH:15][c:16]([CH2:17][NH:19][c:20]2[c:21]([CH3:39])[c:22]([CH3:38])[c:23]3[c:24]([c:36]2[CH3:37])[CH:25]([c:30]2[cH:31][cH:32][cH:33][cH:34][cH:35]2)[C:26]([CH3:28])([CH3:29])[O:27]3)[cH:40][cH:41]1. Starting materials: O1CCOC12CCC(CC2)C2=CN(C1=CC=C(C=C21)C#N)CC (3-(1,4-Dioxa-spiro[4,5]dec-8-yl)-5-cyano-1-ethyl-indole), C(C1=CC=CC=C1)Br (benzylbromide). The product is O1CCOC12CCC(CC2)C2=CN(C1=CC=C(C=C21)C#N)CC2=CC=CC=C2 (3-(1,4-dioxa-spiro[4,5]dec-8-yl)-5-cyano-1-benzyl-indole). The yield is 57.0%. As a reaction SMILES: [O:1]1[C:5]2([CH2:10][CH2:9][CH:8]([C:11]3[C:19]4[C:14](=[CH:15][CH:16]=[C:17]([C:20]#[N:21])[CH:18]=4)[N:13]([CH2:22][CH3:23])[CH:12]=3)[CH2:7][CH2:6]2)[O:4][CH2:3][CH2:2]1.C(Br)[C:25]1[CH:30]=[CH:29]C=[CH:27][CH:26]=1>>[O:4]1[C:5]2([CH2:10][CH2:9][CH:8]([C:11]3[C:19]4[C:14](=[CH:15][CH:16]=[C:17]([C:20]#[N:21])[CH:18]=4)[N:13]([CH2:22][C:23]4[CH:29]=[CH:30][CH:25]=[CH:26][CH:27]=4)[CH:12]=3)[CH2:7][CH2:6]2)[O:1][CH2:2][CH2:3]1. Reported procedure: This compound was prepared in the manner described above for intermediate 5b by replacing ethylbromide with benzylbromide (14.3 g, 84 mmol) to afford 6.04 g (57%) of the title compound as a white solid: mp 129-130° C. Reactants: ClC1=NC=2N(C3=C1C=NC1=C3C=NN1CC)N=CN2 (5-chloro-8-ethyl-8H-pyrazolo[4',3':5,6]pyrido[3,4-e][1,2,4]triazolo[1,5-a]pyrimidine), CN(C=O)C (dimethylformamide), [S-2].[Na+].[Na+] (sodium sulfide). The solvent is C(C)(=O)O (acetic acid). Reaction conditions: time 1 hour. Product: C(C)N1N=CC2=C1N=CC=1C(=NC=3N(C12)N=CN3)S (8-Ethyl-8H-pyrazolo[4',3':5,6]pyrido[3,4-e][1,2,4]triazolo[1,5-a]pyrimidine-5-thiol). Reaction SMILES: Cl[C:2]1[C:7]2[CH:8]=[N:9][C:10]3[N:14]([CH2:15][CH3:16])[N:13]=[CH:12][C:11]=3[C:6]=2[N:5]2[N:17]=[CH:18][N:19]=[C:4]2[N:3]=1.CN(C)C=O.[S-2:25].[Na+].[Na+]>C(O)(=O)C>[CH2:15]([N:14]1[C:10]2[N:9]=[CH:8][C:7]3[C:2]([SH:25])=[N:3][C:4]4[N:5]([N:17]=[CH:18][N:19]=4)[C:6]=3[C:11]=2[CH:12]=[N:13]1)[CH3:16] |f:2.3.4|. Procedure: 5.6 g. of 5-chloro-8-ethyl-8H-pyrazolo[4',3':5,6]pyrido[3,4-e][1,2,4]triazolo[1,5-a]pyrimidine (0.02 mol.) are dissolved in 100 ml. of dimethylformamide. 2 g. of powdered sodium sulfide are added and the mixture is stirred for 1 hour. After this time, the solution is carefully acidifed with acetic acid. 8-Ethyl-8H-pyrazolo[3',4':5,6]pyrido[3,4-e][1,2,4]triazolo[1,5-a]pyrimidine-5-thiol precipitates and is filtered off.